describe an organic reaction: reactants, conditions, products, and yield From a dataset of the Open Reaction Database (ORD), a public repository of structured organic reaction records. The reactants are CCOC(=O)CCCCc1cccc(NCc2ccc(OC)cc2)n1, O=C(O)C(F)(F)F. Product: CCOC(=O)CCCCc1cccc(N)n1. Reaction SMILES: [CH2:1]([CH3:2])[O:3][C:4]([CH2:5][CH2:6][CH2:7][CH2:8][c:9]1[cH:10][cH:11][cH:12][c:13]([NH:15][CH2:16][c:17]2[cH:18][cH:19][c:20]([O:21][CH3:22])[cH:23][cH:24]2)[n:14]1)=[O:25].[F:26][C:27]([F:28])([F:29])[C:30]([OH:31])=[O:32]>>[CH2:1]([CH3:2])[O:3][C:4]([CH2:5][CH2:6][CH2:7][CH2:8][c:9]1[cH:10][cH:11][cH:12][c:13]([NH2:15])[n:14]1)=[O:25]. The reactants are CC(=O)Nc1ccc(S(=O)(=O)Cl)c2ccccc12, Nc1nccs1, c1ccncc1. Yields the product CC(=O)Nc1ccc(S(=O)(=O)Nc2nccs2)c2ccccc12. RXN SMILES: [C:1]([CH3:2])(=[O:3])[NH:4][c:5]1[cH:6][cH:7][c:8]([S:15](=[O:16])(=[O:17])[Cl:18])[c:9]2[cH:10][cH:11][cH:12][cH:13][c:14]12.[NH2:19][c:20]1[s:21][cH:22][cH:23][n:24]1.[cH:25]1[cH:26][cH:27][n:28][cH:29][cH:30]1>>[C:1]([CH3:2])(=[O:3])[NH:4][c:5]1[cH:6][cH:7][c:8]([S:15](=[O:16])(=[O:17])[NH:19][c:20]2[s:21][cH:22][cH:23][n:24]2)[c:9]2[cH:10][cH:11][cH:12][cH:13][c:14]12. Starting materials: BrC1=C(SC=C1)C=O (3-Bromothiophen-2-aldehyde), C(=O)(O)[O-].[Na+] (NaHCO3), [N+](=O)([O-])C1=C(C=CC=C1)B(O)O (2-nitrophenylboronic acid). Reagents/catalysts: C=1C=CC(=CC1)[P](C=2C=CC=CC2)(C=3C=CC=CC3)[Pd]([P](C=4C=CC=CC4)(C=5C=CC=CC5)C=6C=CC=CC6)([P](C=7C=CC=CC7)(C=8C=CC=CC8)C=9C=CC=CC9)[P](C=1C=CC=CC1)(C=1C=CC=CC1)C=1C=CC=CC1 ((Ph3P)4Pd). Solvent: COCCOC (ethylene glycol dimethyl ether). Yields the product [N+](=O)([O-])C1=C(C=CC=C1)C1=C(SC=C1)C=O (3-(2-Nitrophenyl)-thiophen-2-aldehyde). Isolated yield 71.5%. As a reaction SMILES: Br[C:2]1[CH:6]=[CH:5][S:4][C:3]=1[CH:7]=[O:8].[N+:9]([C:12]1[CH:17]=[CH:16][CH:15]=[CH:14][C:13]=1B(O)O)([O-:11])=[O:10].C([O-])(O)=O.[Na+]>COCCOC.C1C=CC([P]([Pd]([P](C2C=CC=CC=2)(C2C=CC=CC=2)C2C=CC=CC=2)([P](C2C=CC=CC=2)(C2C=CC=CC=2)C2C=CC=CC=2)[P](C2C=CC=CC=2)(C2C=CC=CC=2)C2C=CC=CC=2)(C2C=CC=CC=2)C2C=CC=CC=2)=CC=1>[N+:9]([C:12]1[CH:17]=[CH:16][CH:15]=[CH:14][C:13]=1[C:2]1[CH:6]=[CH:5][S:4][C:3]=1[CH:7]=[O:8])([O-:11])=[O:10] |f:2.3,^1:35,37,56,75|. Reported procedure: The compound 3-bromothiophen-2-aldehyde (2) (5.20 g, 27 mmol), solubilized in ethylene glycol dimethyl ether (105 ml) was treated with (Ph3P)4Pd (936 mg, 0.81 mmol), with 2-nitrophenylboronic acid (5 g, 30 mmol) and an aqueous solution of 2M NaHCO3 (70 ml). The reaction mixture was then refluxed for 5 hrs. Then the mixture was cooled to room temperature, the solvent was partially removed under reduced pressure and the resulting mixture was extracted with ethyl acetate (4×100 ml). The combined or... Reactants: C1(CC1)C(CC(=O)OC)=O (methyl 3-cyclopropyl-3-oxopropanoate), COC(N(C)C)OC (1,1-dimethoxy-N,N-dimethylmethanamine), CNN (methylhydrazine). Solvent: C(C)(=O)OCC (ethyl acetate), C(C)OCC (diethyl ether). Conditions: time 1 hour. Product: C1(CC1)C1=NN(C=C1C(=O)O)C (3-cyclopropyl-1-methyl-1H-pyrazole-4-carboxylic acid). Yield: 74.5%. Reaction SMILES: [CH:1]1([C:4](=O)[CH2:5][C:6]([O:8]C)=[O:7])[CH2:3][CH2:2]1.CO[CH:13](OC)[N:14]([CH3:16])C.C[NH:20]N>C(OCC)C.C(OCC)(=O)C>[CH:1]1([C:4]2[C:5]([C:6]([OH:8])=[O:7])=[CH:13][N:14]([CH3:16])[N:20]=2)[CH2:3][CH2:2]1. Procedure: A mixture of methyl 3-cyclopropyl-3-oxopropanoate (10.0 g, 70.4 mmol) and 1,1-dimethoxy-N,N-dimethylmethanamine (10.1 g, 84.4 mmol) was stirred for 1 hr. The reaction mixture was concentrated under reduced pressure, and the residue was dissolved in diethyl ether (25 mL). A solution of methylhydrazine (3.56 g, 77.4 mmol) in diethyl ether (25 mL) was added dropwise with stirring under ice-cooling, and the mixture was stirred for 1 hr. The reaction mixture was diluted with ethyl acetate, washed wit... The reactants are COc1cccc(OC)c1C(O)C(Cl)(Cl)C(F)(F)F, CCO, [Cl-], [NH4+], [Zn]. Product: COc1cccc(OC)c1C=C(Cl)C(F)(F)F. RXN SMILES: [CH3:1][O:2][c:3]1[c:4]([CH:11]([C:12]([C:13]([F:14])([F:15])[F:16])([Cl:17])[Cl:19])[OH:18])[c:5]([O:9][CH3:10])[cH:6][cH:7][cH:8]1.[CH3:22][CH2:23][OH:24].[Cl-:20].[NH4+:21].[Zn:25]>>[CH3:1][O:2][c:3]1[c:4]([CH:11]=[C:12]([C:13]([F:14])([F:15])[F:16])[Cl:17])[c:5]([O:9][CH3:10])[cH:6][cH:7][cH:8]1. Reactants: OC(C)C1(C2CC(=C(N2C1=O)C(=O)OCC1=CC=CC=C1)SC(C)C)C (Benzyl 6-(1-hydroxyethyl)-6-methyl-3-isopropylthio-1-azabicyclo[3.2.0]hept-2-en-7-one-2-carboxylate), O (water), C([O-])(O)=O.[Na+] (sodium bicarbonate), C (charcoal). Reagents/catalysts: [Pd] (palladium). Run in O1CCOCC1 (dioxane). Conditions: time 1 hour. The product is OC(C)C1(C2CC(=C(N2C1=O)C(=O)[O-])SC(C)C)C.[Na+] (sodium 6-(1-hydroxyethyl)-6-methyl-3-isopropylthio-1-azabicyclo[3.2.0]hept-2-en-7-one-2-carboxylate). Reaction SMILES: [OH:1][CH:2]([C:4]1([CH3:26])[C:10](=[O:11])[N:9]2[CH:5]1[CH2:6][C:7]([S:22][CH:23]([CH3:25])[CH3:24])=[C:8]2[C:12]([O:14]CC1C=CC=CC=1)=[O:13])[CH3:3].O.C(=O)(O)[O-].[Na+:32].C>O1CCOCC1.[Pd]>[OH:1][CH:2]([C:4]1([CH3:26])[C:10](=[O:11])[N:9]2[CH:5]1[CH2:6][C:7]([S:22][CH:23]([CH3:25])[CH3:24])=[C:8]2[C:12]([O-:14])=[O:13])[CH3:3].[Na+:32] |f:2.3,7.8|. Procedure: Benzyl 6-(1-hydroxyethyl)-6-methyl-3-isopropylthio-1-azabicyclo[3.2.0]hept-2-en-7-one-2-carboxylate (25 mg) is dissolved in dioxane (2 ml) and the solution is treated with water (1 ml) containing sodium bicarbonate (6 mg) and 10% palladium on powdered charcoal (25 mg). The resulting mixture is hydrogenated at 40 psi for 1 hour. The catalyst is filtered off and washed with water (3 ml). The combined filtrate is extracted with ethylacetate (3×2 ml), concentrated in vacuo, and lyophilized to afford... Starting materials: [NH4+].[Cl-] (NH4Cl), C[Si](CCOC(CC1=C(NC2=CC=C(C=C12)OC)C)=O)(C)C (5-methoxy-2-methyl-3-indolyl acetic acid 2-(trimethylsilyl)ethyl ester), ClC1=C(C(=O)Cl)C(=CC(=C1)Cl)Cl (2,4,6-trichlorobenzoyl chloride), C[Si](C)(C)[N-][Si](C)(C)C.[K+] (KHMDS). The solvent is C1CCOC1 (THF), CN(C)P(=O)(N(C)C)N(C)C (HMPA), C1(=CC=CC=C1)C (toluene). Reaction conditions: temperature -78 celsius, time 0.5 hour. Yields the product C[Si](CCOC(CC1=C(N(C2=CC=C(C=C12)OC)C(C1=C(C=C(C=C1Cl)Cl)Cl)=O)C)=O)(C)C (1-(2,4,6-Trichlorobenzoyl)-5-methoxy-2-methyl-3-indolyl acetic acid 2-(trimethylsilyl)ethyl ester). Reaction SMILES: [CH3:1][Si:2]([CH3:22])([CH3:21])[CH2:3][CH2:4][O:5][C:6](=[O:20])[CH2:7][C:8]1[C:16]2[C:11](=[CH:12][CH:13]=[C:14]([O:17][CH3:18])[CH:15]=2)[NH:10][C:9]=1[CH3:19].C[Si]([N-][Si](C)(C)C)(C)C.[K+].[Cl:33][C:34]1[CH:42]=[C:41]([Cl:43])[CH:40]=[C:39]([Cl:44])[C:35]=1[C:36](Cl)=[O:37].[NH4+].[Cl-]>C1COCC1.C1(C)C=CC=CC=1.CN(P(N(C)C)(N(C)C)=O)C>[CH3:22][Si:2]([CH3:21])([CH3:1])[CH2:3][CH2:4][O:5][C:6](=[O:20])[CH2:7][C:8]1[C:16]2[C:11](=[CH:12][CH:13]=[C:14]([O:17][CH3:18])[CH:15]=2)[N:10]([C:36](=[O:37])[C:35]2[C:39]([Cl:44])=[CH:40][C:41]([Cl:43])=[CH:42][C:34]=2[Cl:33])[C:9]=1[CH3:19] |f:1.2,4.5|. Procedure: To 5-methoxy-2-methyl-3-indolyl acetic acid 2-(trimethylsilyl)ethyl ester (2.00 g) in THF (20.0 mL) was added HMPA (2.0 mL). To the resulting mixture at -78° C. was added a 0.5M toluene solution of KHMDS (13.8 mL). After a period of 0.5 h, 2,4,6-trichlorobenzoyl chloride (1.03 mL) was added and the mixture was stirred 0.5 h at -78° C. then 0.5 h at 0° C. An aqueous solution of NH4Cl was then added and extracted with EtOAc. After purification by flash chromatography (10% EtOAc in hexane) the titl... Reactants: [I-].C(#N)C[P+](C)(C)C ((cyanomethyl)trimethylphosphonium iodide), Cl.ClC=1C=C(C(=O)NC)C=CC1N1CCNCC1 (3-chloro-N-methyl-4-(piperazin-1-yl)benzamide hydrochloride), CCN(C(C)C)C(C)C (DIEA), OCC1=CC=2NC([C@H]3N(C2N=C1)CCSC3)=O ((R)-3-(hydroxymethyl)-6a,7,9,10-tetrahydropyrido[3,2-e][1,4]thiazino[4,3-a]pyrazin-6(5H)-one). Solvent: C(CC)#N (propiononitrile), CS(=O)C (DMSO). Run at temperature 90 celsius. Yields the product ClC=1C=C(C(=O)NC)C=CC1N1CCN(CC1)CC1=CC=2NC([C@H]3N(C2N=C1)CCSC3)=O ((R)-3-chloro-N-methyl-4-(4-((6-oxo-5,6,6a,7,9,10-hexahydropyrido[3,2-e][1,4]thiazino[4,3-a]pyrazin-3-yl)methyl)piperazin-1-yl)benzamide). The yield is 11.2%. Reaction SMILES: O[CH2:2][C:3]1[CH:12]=[N:11][C:10]2[N:9]3[CH2:13][CH2:14][S:15][CH2:16][C@H:8]3[C:7](=[O:17])[NH:6][C:5]=2[CH:4]=1.[I-].C(C[P+](C)(C)C)#N.Cl.[Cl:27][C:28]1[CH:29]=[C:30]([CH:35]=[CH:36][C:37]=1[N:38]1[CH2:43][CH2:42][NH:41][CH2:40][CH2:39]1)[C:31]([NH:33][CH3:34])=[O:32].CCN(C(C)C)C(C)C>C(#N)CC.CS(C)=O>[Cl:27][C:28]1[CH:29]=[C:30]([CH:35]=[CH:36][C:37]=1[N:38]1[CH2:39][CH2:40][N:41]([CH2:2][C:3]2[CH:12]=[N:11][C:10]3[N:9]4[CH2:13][CH2:14][S:15][CH2:16][C@H:8]4[C:7](=[O:17])[NH:6][C:5]=3[CH:4]=2)[CH2:42][CH2:43]1)[C:31]([NH:33][CH3:34])=[O:32] |f:1.2,3.4|. Procedure: To a suspension of (R)-3-(hydroxymethyl)-6a,7,9,10-tetrahydropyrido[3,2-e][1,4]thiazino[4,3-a]pyrazin-6(5H)-one (97 mg, 0.386 mmol) in propiononitrile (1.2 mL) was added (cyanomethyl)trimethylphosphonium iodide (113 mg, 0.463 mmol) and 3-chloro-N-methyl-4-(piperazin-1-yl)benzamide hydrochloride (112 mg, 0.386 mmol) and DIEA (202 μl, 1.158 mmol). The vial was heated to 90° C. for 16 hours. The crude r×n was cooled to RT, DMSO (1 ml) was added, and purified via HPLC (55-90, basic). The fractions w... The reactants are COC1=CC=C(C=C1)SC1=C(C=C(C(=O)Cl)C=C1)NC=1C2=C(N=CN1)N=CC=C2 (4-(4-Methoxy-phenylsulfanyl)-3-(pyrido[2,3-d]pyrimidin-4-ylamino)-benzoyl chloride), COC1=CC=C(C=C1)SC1=C(C=C(C(=O)Cl)C=C1)NC=1C2=C(N=CN1)N=CC=C2 (4-(4-Methoxy-phenylsulfanyl)-3-(pyrido[2,3-d]pyrimidin-4-ylamino)-benzoyl chloride), NC1=CC=C(CC#N)C=C1 (4-aminobenzyl cyanide), C(C)(C)C=1C=CC2=C(N=CN=C2NC=2C=C(C(=O)Cl)C=CC2SC2=CC=C(C=C2)OC)N1 (3-(7-Isopropyl-pyrido[2,3-d]pyrimidin-4-ylamino)-4-(4-methoxy-phenylsulfanyl)-benzoyl chloride), NC1=CC=C(C(=C1)O)C (5-amino-o-cresol). Solvent: CO (methanol). Product: C(#N)CC1=CC=C(C=C1)NC(C1=CC(=C(C=C1)SC1=CC=C(C=C1)OC)NC=1C2=C(N=CN1)N=CC=C2)=O (N-(4-Cyanomethyl-phenyl)-4-(4-methoxy-phenylsulfanyl)-3-(pyrido[2,3-d]pyrimidin-4-ylamino)-benzamide). RXN SMILES: [CH3:1][O:2][C:3]1[CH:8]=[CH:7][C:6]([S:9][C:10]2[CH:18]=[CH:17][C:13]([C:14](Cl)=[O:15])=[CH:12][C:11]=2[NH:19][C:20]2[C:21]3[CH:29]=[CH:28][CH:27]=[N:26][C:22]=3[N:23]=[CH:24][N:25]=2)=[CH:5][CH:4]=1.[NH2:30][C:31]1[CH:39]=[CH:38][C:34]([CH2:35][C:36]#[N:37])=[CH:33][CH:32]=1.NC1C=C(O)C(C)=CC=1.C(C1C=CC2C(NC3C=C(C=CC=3SC3C=CC(OC)=CC=3)C(Cl)=O)=NC=NC=2N=1)(C)C>CO>[C:36]([CH2:35][C:34]1[CH:38]=[CH:39][C:31]([NH:30][C:14](=[O:15])[C:13]2[CH:17]=[CH:18][C:10]([S:9][C:6]3[CH:7]=[CH:8][C:3]([O:2][CH3:1])=[CH:4][CH:5]=3)=[C:11]([NH:19][C:20]3[C:21]4[CH:29]=[CH:28][CH:27]=[N:26][C:22]=4[N:23]=[CH:24][N:25]=3)[CH:12]=2)=[CH:32][CH:33]=1)#[N:37]. Reported procedure: The product from Example 260B was reacted with 4-aminobenzyl cyanide according to the procedure from Example 137C substituting 4-aminobenzyl cyanide for 5-amino-o-cresol and substituting the product from Example 260B for the product from Example 137B to provide the title compound as an off white solid after trituration of the reaction product from methanol (54.7 mg, 64%). 1H NMR (300 MHz, DMSO-D6) δ ppm: 10.60 (s, 1 H), 10.26 (s, 1 H), 9.09 (s, 1 H), 8.95 (s, 1 H), 8.65 (s, 1 H), 7.98 (s, 1 H), ... Starting materials: CN(C)C=O, CCN(C(C)C)C(C)C, Cc1cc(CC(OC(=O)N2CCC(c3cc4cccc(F)c4[nH]c3=O)CC2)C(=O)O)cc2cn(COCC[Si](C)(C)C)nc12, C1CCN(C2CCNCC2)CC1. Product: Cc1cc(CC(OC(=O)N2CCC(c3cc4cccc(F)c4[nH]c3=O)CC2)C(=O)N2CCC(N3CCCCC3)CC2)cc2cn(COCC[Si](C)(C)C)nc12. RXN SMILES: [CH3:66][N:67]([CH3:68])[CH:69]=[O:70].[CH:45]([N:46]([CH2:47][CH3:48])[CH:49]([CH3:50])[CH3:51])([CH3:52])[CH3:53].[F:1][c:2]1[cH:3][cH:4][cH:5][c:6]2[cH:7][c:8]([CH:13]3[CH2:14][CH2:15][N:16]([C:19](=[O:20])[O:21][CH:22]([C:23](=[O:24])[OH:25])[CH2:26][c:27]4[cH:28][c:29]5[cH:30][n:31]([CH2:37][O:38][CH2:39][CH2:40][Si:41]([CH3:42])([CH3:43])[CH3:44])[n:32][c:33]5[c:34]([CH3:36])[cH:35]4)[CH2:17][CH2:18]3)[c:9](=[O:12])[nH:10][c:11]12.[N:54]1([CH:60]2[CH2:61][CH2:62][NH:63][CH2:64][CH2:65]2)[CH2:55][CH2:56][CH2:57][CH2:58][CH2:59]1>>[F:1][c:2]1[cH:3][cH:4][cH:5][c:6]2[cH:7][c:8]([CH:13]3[CH2:14][CH2:15][N:16]([C:19](=[O:20])[O:21][CH:22]([C:23](=[O:24])[N:63]4[CH2:62][CH2:61][CH:60]([N:54]5[CH2:55][CH2:56][CH2:57][CH2:58][CH2:59]5)[CH2:65][CH2:64]4)[CH2:26][c:27]4[cH:28][c:29]5[cH:30][n:31]([CH2:37][O:38][CH2:39][CH2:40][Si:41]([CH3:42])([CH3:43])[CH3:44])[n:32][c:33]5[c:34]([CH3:36])[cH:35]4)[CH2:17][CH2:18]3)[c:9](=[O:12])[nH:10][c:11]12.